Dataset: the Open Reaction Database (ORD), a public repository of structured organic reaction records. Task: describe an organic reaction: reactants, conditions, products, and yield Reactants: [BH4-].[Na+] (NaBH4), C(C)(=O)O[C@H]1C2=CC[C@H]3[C@@H]4CCC([C@@]4(C)CC[C@@H]3[C@]2(CCC1=O)C)=O (4α-acetoxyandrost-5-ene-3,17-dione), NaH2PO4. The solvent is CO (MeOH). Conditions: time 1 hour. Product: C(C)(=O)O[C@H]1C2=CC[C@H]3[C@@H]4CC[C@@H]([C@@]4(C)CC[C@@H]3[C@]2(CCC1O)C)O (4α-acetoxyandrost-5-ene-3,17β-diol). The yield is 98.8%. Reaction SMILES: [C:1]([O:4][C@@H:5]1[C:22](=[O:23])[CH2:21][CH2:20][C@@:19]2([CH3:24])[C:6]1=[CH:7][CH2:8][C@@H:9]1[C@@H:18]2[CH2:17][CH2:16][C@@:14]2([CH3:15])[C@H:10]1[CH2:11][CH2:12][C:13]2=[O:25])(=[O:3])[CH3:2].[BH4-].[Na+]>CO>[C:1]([O:4][C@@H:5]1[CH:22]([OH:23])[CH2:21][CH2:20][C@@:19]2([CH3:24])[C:6]1=[CH:7][CH2:8][C@@H:9]1[C@@H:18]2[CH2:17][CH2:16][C@@:14]2([CH3:15])[C@H:10]1[CH2:11][CH2:12][C@@H:13]2[OH:25])(=[O:3])[CH3:2] |f:1.2|. Procedure: To a suspension of 4α-acetoxyandrost-5-ene-3,17-dione (600 mg) in MeOH (20 ml) at 0° C., NaBH4 (70 mg) was added. The mixture was warmed and stirred for 1 h at RT. The solution was neutralized by addition of 5% NaH2PO4 and the organic solvent was evaporated. The residue was taken up in H2O and extracted with DCM. The combined organic extracts were washed with brine, dried over Na2SO4 and evaporated to dryness. The resulting 4α-acetoxyandrost-5-ene-3,17β-diol (600 mg) was obtained as a 3α:3β mixt... Starting materials: C(\C=C\C(=O)O)(=O)O (fumaric acid), FC1=CC2=C(C(=NO2)C2CCN(CC2)CC(=O)N2CCCC3=CC=CC=C23)C=C1 (2-[4-(6-fluoro-1,2-benzisoxazol-3-yl)-1-piperidinyl]-1-(1,2,3,4-tetrahydroquinolin-1-yl)ethanone), [H-].[Al+3].[Li+].[H-].[H-].[H-] (lithium aluminum hydride), N#N (N2), C1CCOC1 (THF). Solvent: C(C)O (ethanol), C(C)O (ethanol). Reaction conditions: time 8 hour. Yields the product C(\C=C\C(=O)O)(=O)O.FC1=CC2=C(C(=NO2)C2CCN(CC2)C2NC3=CC=CC=C3CC2)C=C1 (2-[4-(6-Fluoro-1,2-benzisoxazol-3-yl)-1-piperidinyl]-1,2,3,4-tetrahydroquinoline fumarate). RXN SMILES: [F:1][C:2]1[CH:29]=[CH:28][C:5]2[C:6]([CH:9]3[CH2:14][CH2:13][N:12]([CH2:15][C:16](N4C5C(=CC=CC=5)CCC4)=O)[CH2:11][CH2:10]3)=[N:7][O:8][C:4]=2[CH:3]=1.[H-].[Al+3].[Li+].[H-].[H-].[H-].[N:36]#N.[C:38]([OH:45])(=[O:44])/[CH:39]=[CH:40]/[C:41]([OH:43])=[O:42].[CH2:46]1[CH2:50]OC[CH2:47]1>C(O)C>[C:38]([OH:45])(=[O:44])/[CH:39]=[CH:40]/[C:41]([OH:43])=[O:42].[F:1][C:2]1[CH:29]=[CH:28][C:5]2[C:6]([CH:9]3[CH2:10][CH2:11][N:12]([CH:15]4[CH2:16][CH2:50][C:46]5[C:38](=[CH:39][CH:40]=[CH:41][CH:47]=5)[NH:36]4)[CH2:13][CH2:14]3)=[N:7][O:8][C:4]=2[CH:3]=1 |f:1.2.3.4.5.6,11.12|. Reported procedure: To a stirred solution of 2-[4-(6-fluoro-1,2-benzisoxazol-3-yl)-1-piperidinyl]-1-(1,2,3,4-tetrahydroquinolin-1-yl)ethanone (5.5 g, 14 mmol) in THF (50 ml) was charged with lithium aluminum hydride (17 ml, 17 mmol, 1M in ether) dropwise under N2 at room temperature. The mixture was stirred for 8 hours at room temperature. At the end of this period the excess of hydride was quenched with ice chips and 3 ml of 20% NaOH. The mixture was diluted with EtOAc (150 ml) and stirred for 1 hour. The EtOAc wa...